Dataset: the Open Reaction Database (ORD), a public repository of structured organic reaction records. Task: describe an organic reaction: reactants, conditions, products, and yield Reactants: Cl.C(C)(C)N1N=CN=C1C1=CN2CCOC3=C(C2=N1)C=NC(=C3)C3CCNCC3 (2-(2-isopropyl-2H-[1,2,4]triazol-3-yl)-8-piperidin-4-yl-4,5-dihydro-6-oxa-1,3a,9-triaza-benzo[e]azulene hydrochloride), CO (methanol), TEA, CN(C(CCl)=O)C (N,N-dimethyl-2-chloroacetamide). The reagents and catalysts are CCCC[N+](CCCC)(CCCC)CCCC.[I-] (TBAI). The solvent is C(Cl)Cl (DCM). Conditions: time 48 hour. Product: C(C)(C)N1N=CN=C1C=1N=C2N(CCOC3=C2C=CC(=C3)C3CCN(CC3)CC(=O)N(C)C)C1 (2-(4-(2-(1-isopropyl-1H-1,2,4-triazol-5-yl)-5,6-dihydrobenzo[f]imidazo[1,2-d][1,4]oxazepin-9-yl)piperidin-1-yl)-N,N-dimethylacetamide). Yield: 61.0%. As a reaction SMILES: Cl.[CH:2]([N:5]1[C:9]([C:10]2[N:19]=[C:18]3[N:12]([CH2:13][CH2:14][O:15][C:16]4[CH:23]=[C:22]([CH:24]5[CH2:29][CH2:28][NH:27][CH2:26][CH2:25]5)N=[CH:20][C:17]=43)[CH:11]=2)=[N:8][CH:7]=[N:6]1)([CH3:4])[CH3:3].[CH3:30]O.[CH3:32][N:33]([CH3:38])[C:34](=[O:37])[CH2:35]Cl>C(Cl)Cl.CCCC[N+](CCCC)(CCCC)CCCC.[I-]>[CH:2]([N:5]1[C:9]([C:10]2[N:19]=[C:18]3[C:17]4[CH:20]=[CH:30][C:22]([CH:24]5[CH2:25][CH2:26][N:27]([CH2:35][C:34]([N:33]([CH3:38])[CH3:32])=[O:37])[CH2:28][CH2:29]5)=[CH:23][C:16]=4[O:15][CH2:14][CH2:13][N:12]3[CH:11]=2)=[N:8][CH:7]=[N:6]1)([CH3:3])[CH3:4] |f:0.1,5.6|. Reported procedure: Alternatively, a solution of 2-(2-isopropyl-2H-[1,2,4]triazol-3-yl)-8-piperidin-4-yl-4,5-dihydro-6-oxa-1,3a,9-triaza-benzo[e]azulene hydrochloride (66 mg, 0.12 mmol), in DCM (1 mL), methanol (1 mL) and TEA (0.07 mL) was treated with N,N-dimethyl-2-chloroacetamide (17 mg, 0.14 mmol) and TBAI (5 mg) and then stirred at RT for 48 h then 30° C. for 18 h. The reaction mixture was concentrated in vacuo and the residue partitioned between DCM and water. The aqueous layer was extracted three times with ... The reactants are ClC1=C(C=NC2=CC(=C(C=C12)OC)OC)C#N (4-chloro-6,7-dimethoxy-3-quinolinecarbonitrile), BrC=1C=C(N)C=CC1C (3-bromo-4-methylaniline), Cl.N1=CC=CC=C1 (pyridine hydrochloride), C(C)OC(C)O (ethoxyethanol), C([O-])([O-])=O.[Na+].[Na+] (sodium carbonate), Cl (hydrogen chloride). Run in O (water). Product: BrC=1C=C(C=CC1C)NC1=C(C=NC2=CC(=C(C=C12)OC)OC)C#N (4-(3-bromo-4-methyl-phenylamino)-6,7-dimethoxy-quinoline-3-carbonitrile). Yield: 71.8%. As a reaction SMILES: Cl[C:2]1[C:11]2[C:6](=[CH:7][C:8]([O:14][CH3:15])=[C:9]([O:12][CH3:13])[CH:10]=2)[N:5]=[CH:4][C:3]=1[C:16]#[N:17].[Br:18][C:19]1[CH:20]=[C:21]([CH:23]=[CH:24][C:25]=1[CH3:26])[NH2:22].Cl.N1C=CC=CC=1.C(OC(O)C)C.C(=O)([O-])[O-].[Na+].[Na+].Cl>O>[Br:18][C:19]1[CH:20]=[C:21]([NH:22][C:2]2[C:11]3[C:6](=[CH:7][C:8]([O:14][CH3:15])=[C:9]([O:12][CH3:13])[CH:10]=3)[N:5]=[CH:4][C:3]=2[C:16]#[N:17])[CH:23]=[CH:24][C:25]=1[CH3:26] |f:2.3,5.6.7|. Reported procedure: A mixture of 0.249 g of 4-chloro-6,7-dimethoxy-3-quinolinecarbonitrile, 0.186 g of 3-bromo-4-methylaniline, 20 mg of pyridine hydrochloride, and 10 ml of ethoxyethanol was stirred under nitrogen, at reflux temperature for 30 minutes. The mixture was cooled and added to 40 ml of water. To this mixture was added sodium carbonate and concentrated hydrogen chloride to adjust pH to 7. The product was collected, washed with water, and dried to give 0.286 g of 4-(3-bromo-4-methyl-phenylamino)-6,7-dimet... Reactants: B, CSc1cc(Br)cc(F)c1C(=O)O, C1CCOC1, CSC. Yields the product CSc1cc(Br)cc(F)c1CO. RXN SMILES: [BH3:17].[Br:1][c:2]1[cH:3][c:4]([F:13])[c:5]([C:6](=[O:7])[OH:8])[c:9]([S:11][CH3:12])[cH:10]1.[CH2:18]1[O:19][CH2:20][CH2:21][CH2:22]1.[CH3:14][S:15][CH3:16]>>[Br:1][c:2]1[cH:3][c:4]([F:13])[c:5]([CH2:6][OH:7])[c:9]([S:11][CH3:12])[cH:10]1. Starting materials: ClCCCC1CN(C(O1)=O)C (5-(3-chloropropyl)-3-methyl-2-oxazolidinone), [I-].[K+] (potassium iodide), Cl.Cl.N1=C(N=CC=C1)N1CCNCC1 (1-(2-pyrimidinyl)piperazine dihydrochloride), C([O-])([O-])=O.[K+].[K+] (potassium carbonate). The solvent is C(CCC)O (1-butanol). Product: CN1C(OC(C1)CCCN1CCN(CC1)C1=NC=CC=N1)=O (3-Methyl-5-[3-[4-(2-pyrimidinyl)-1-piperazinyl]propyl]-2-oxazolidinone). Isolated yield 40.6%. Reaction SMILES: Cl[CH2:2][CH2:3][CH2:4][CH:5]1[O:9][C:8](=[O:10])[N:7]([CH3:11])[CH2:6]1.Cl.Cl.[N:14]1[CH:19]=[CH:18][CH:17]=[N:16][C:15]=1[N:20]1[CH2:25][CH2:24][NH:23][CH2:22][CH2:21]1.C(=O)([O-])[O-].[K+].[K+].[I-].[K+]>C(O)CCC>[CH3:11][N:7]1[CH2:6][CH:5]([CH2:4][CH2:3][CH2:2][N:23]2[CH2:24][CH2:25][N:20]([C:15]3[N:14]=[CH:19][CH:18]=[CH:17][N:16]=3)[CH2:21][CH2:22]2)[O:9][C:8]1=[O:10] |f:1.2.3,4.5.6,7.8|. Reported procedure: Following the procedure of Examples 5, 5-(3-chloropropyl)-3-methyl-2-oxazolidinone (5.0 g, 0.0282 mol), 1-(2-pyrimidinyl)piperazine dihydrochloride (6.70 g, 0.0282 mol), potassium carbonate (23.4 g, 0.1695 mol), and potassium iodide (0.5 g) in 1-butanol (100 mL) gave an oil (3.5 g, 41% yield) which was dissolved in a hot mixture of isopropyl ether and isopropanol, filtered hot, and brought to the cloud point by the addition of light pet ether. Upon cooling, a solid precipitated which was collect... Starting materials: CC12CC3(CC(CC(C1)C3)C2)C (1,3-dimethyladamantane), C(=O)(C)C(=O)C (biacetyl), CC12CC3(CC(CC(C1)C3)C2)C (1,3-dimethyladamantane), C(C)(=O)C12CC3(CC(CC(C1)(C3)O)(C2)C)C (1-acetyl-3,5-dimethyl-7-adamantanol). The reagents and catalysts are C(C)(=O)[O-].[Co+2].C(C)(=O)[O-] (cobalt (II) acetate). Solvent: C(C)(=O)O (acetic acid). Yields the product C(C)(=O)C12CC3(CC(CC(C1)C3)(C2)C)C (1-acetyl-3,5-dimethyladamantane), CC12CC3(CC(CC(C1)C3)(C2)O)C (1,3-dimethyl-5-adamantanol), CC12CC3(C(C(CC(C1)C3)C2)=O)C (1,3-dimethyl-4-adamantanone). The yield is 5.0%. RXN SMILES: [CH3:1][C:2]12[CH2:11][CH:6]3[CH2:7][CH:8]([CH2:10][C:4]([CH3:12])([CH2:5]3)[CH2:3]1)[CH2:9]2.C(C(C)=O)(C)=[O:14].[C:19]([C:22]12[CH2:32][C:26]3([CH3:33])[CH2:27][C:28]([OH:31])([CH2:30][C:24]([CH3:34])([CH2:25]3)[CH2:23]1)[CH2:29]2)(=[O:21])[CH3:20]>C([O-])(=O)C.[Co+2].C([O-])(=O)C.C(O)(=O)C>[C:19]([C:22]12[CH2:32][C:26]3([CH3:33])[CH2:27][CH:28]([CH2:30][C:24]([CH3:34])([CH2:25]3)[CH2:23]1)[CH2:29]2)(=[O:21])[CH3:20].[CH3:19][C:22]12[CH2:29][C:28]3([OH:31])[CH2:30][CH:24]([CH2:25][C:26]([CH3:33])([CH2:27]3)[CH2:32]1)[CH2:23]2.[CH3:12][C:4]12[CH2:10][CH:8]3[CH2:7][CH:6]([CH2:11][C:2]([CH3:1])([C:9]3=[O:14])[CH2:3]1)[CH2:5]2 |f:3.4.5|. Procedure details: A mixture of 3 mmol of 1,3-dimethyladamantane, 9 mmol of biacetyl, 0.0006 mmol of cobalt (II) acetate, and 3 ml of acetic acid was starred at 60° C. under an oxygen atmosphere(1 atm) for 4 hours. Gas chromatographic analysis of products in the reaction mixture demonstrated that 1,3-dimethyladamantane was converted, at a rate of 40%, to 1-acetyl-3,5-dimethyladamantane (yield 8%, selectivity 20%), 1-acetyl-3,5-dimethyl-7-adamantanol (trace), 1,3-dimethyl-5-adamantanol (yield 17%, selectivity 43%),...